This data is from the Open Reaction Database (ORD), a public repository of structured organic reaction records. The task is: describe an organic reaction: reactants, conditions, products, and yield Reactants: ClC=1C=C(C=C(C1)Cl)NC(=O)C=1C=C(C=CC1)NC1=NC=CC=C1[N+](=O)[O-] (2-[3-(3,5-dichlorophenylcarbamoyl)phenylamino]-3-nitropyridine), C([O-])(O)=O.[Na+] (sodium bicarbonate). Reagents/catalysts: [Fe] (iron). The solvent is C(C)(=O)O (acetic acid), O1CCOCC1 (1,4-dioxane). Run at temperature 80 celsius, time 3 hour. Product: NC=1C(=NC=CC1)NC1=CC(=CC=C1)C(NC1=CC(=CC(=C1)Cl)Cl)=O (3-amino-2-[3-(3,5-dichlorophenylcarbamoyl)phenylamino]pyridine). Isolated yield 54.3%. As a reaction SMILES: [Cl:1][C:2]1[CH:3]=[C:4]([NH:9][C:10]([C:12]2[CH:13]=[C:14]([NH:18][C:19]3[C:24]([N+:25]([O-])=O)=[CH:23][CH:22]=[CH:21][N:20]=3)[CH:15]=[CH:16][CH:17]=2)=[O:11])[CH:5]=[C:6]([Cl:8])[CH:7]=1.C(=O)(O)[O-].[Na+]>C(O)(=O)C.O1CCOCC1.[Fe]>[NH2:25][C:24]1[C:19]([NH:18][C:14]2[CH:15]=[CH:16][CH:17]=[C:12]([C:10](=[O:11])[NH:9][C:4]3[CH:5]=[C:6]([Cl:8])[CH:7]=[C:2]([Cl:1])[CH:3]=3)[CH:13]=2)=[N:20][CH:21]=[CH:22][CH:23]=1 |f:1.2|. Procedure: A mixture of 2-[3-(3,5-dichlorophenylcarbamoyl)phenylamino]-3-nitropyridine (565 mg) and iron powder (0.4 g) in acetic acid (5 ml) and 1,4-dioxane (5 ml) was stirred at 80° C. for 3 hours. Then the mixture was poured into aqueous sodium bicarbonate and extracted with ethyl acetate twice. The combined organic phase was washed with aqueous sodium bicarbonate and brine, dried over magnesium sulfate and concentrated. The resultant solid was collected and washed with isopropyl ether to give 3-amino-2...